This data is from the Open Reaction Database (ORD), a public repository of structured organic reaction records. The task is: describe an organic reaction: reactants, conditions, products, and yield Reactants: Cn1c(CCc2ccc(F)cc2)c(Br)c(=O)n1-c1ccc(F)cc1, CC(=O)[O-], CC(=O)[O-], CCOC(C)=O, Cc1ccccc1, OB(O)C1CC1, C1CCC(P(C2CCCCC2)C2CCCCC2)CC1, [K+], [K+], [K+], O, O=P([O-])([O-])[O-], [Pd+2]. Product: Cn1c(CCc2ccc(F)cc2)c(C2CC2)c(=O)n1-c1ccc(F)cc1. Reaction SMILES: [Br:1][c:2]1[c:3](=[O:24])[n:4](-[c:17]2[cH:18][cH:19][c:20]([F:23])[cH:21][cH:22]2)[n:5]([CH3:16])[c:6]1[CH2:7][CH2:8][c:9]1[cH:10][cH:11][c:12]([F:15])[cH:13][cH:14]1.[C:65]([O-:66])(=[O:67])[CH3:68].[C:70]([O-:71])(=[O:72])[CH3:73].[CH3:59][CH2:60][O:61][C:62]([CH3:63])=[O:64].[CH3:74][c:75]1[cH:76][cH:77][cH:78][cH:79][cH:80]1.[CH:25]1([B:28]([OH:29])[OH:30])[CH2:26][CH2:27]1.[CH:39]1([P:40]([CH:41]2[CH2:42][CH2:43][CH2:44][CH2:45][CH2:46]2)[CH:47]2[CH2:48][CH2:49][CH2:50][CH2:51][CH2:52]2)[CH2:53][CH2:54][CH2:55][CH2:56][CH2:57]1.[K+:36].[K+:37].[K+:38].[OH2:58].[P:31]([O-:32])([O-:33])([O-:34])=[O:35].[Pd+2:69]>>[c:2]1([CH:25]2[CH2:26][CH2:27]2)[c:3](=[O:24])[n:4](-[c:17]2[cH:18][cH:19][c:20]([F:23])[cH:21][cH:22]2)[n:5]([CH3:16])[c:6]1[CH2:7][CH2:8][c:9]1[cH:10][cH:11][c:12]([F:15])[cH:13][cH:14]1. The reactants are C1COCCN1, CCN=C=NCCCN(C)C, CN(C)c1ccncc1, ClCCl, Cl, O=C(O)c1ccc([N+](=O)[O-])c(C(F)(F)F)c1. Product: O=C(c1ccc([N+](=O)[O-])c(C(F)(F)F)c1)N1CCOCC1. Reaction SMILES: [CH2:17]1[CH2:18][O:19][CH2:20][CH2:21][NH:22]1.[CH2:24]([N:25]=[C:26]=[N:27][CH2:28][CH2:29][CH2:30][N:31]([CH3:32])[CH3:33])[CH3:34].[CH3:38][N:39]([c:40]1[cH:41][cH:42][n:43][cH:44][cH:45]1)[CH3:46].[Cl:35][CH2:36][Cl:37].[ClH:23].[N+:1](=[O:2])([O-:3])[c:4]1[c:5]([C:13]([F:14])([F:15])[F:16])[cH:6][c:7]([C:8](=[O:9])[OH:10])[cH:11][cH:12]1>>[N+:1](=[O:2])([O-:3])[c:4]1[c:5]([C:13]([F:14])([F:15])[F:16])[cH:6][c:7]([C:8](=[O:10])[N:22]2[CH2:17][CH2:18][O:19][CH2:20][CH2:21]2)[cH:11][cH:12]1. Reactants: CO, O=C(O)c1cc(Cl)cc2c1OCCN2, O=S(=O)(O)O. Product: COC(=O)c1cc(Cl)cc2c1OCCN2. RXN SMILES: [CH3:20][OH:21].[Cl:1][c:2]1[cH:3][c:4]([C:12](=[O:13])[OH:14])[c:5]2[c:6]([cH:11]1)[NH:7][CH2:8][CH2:9][O:10]2.[S:15](=[O:16])(=[O:17])([OH:18])[OH:19]>>[Cl:1][c:2]1[cH:3][c:4]([C:12](=[O:13])[O:14][CH3:20])[c:5]2[c:6]([cH:11]1)[NH:7][CH2:8][CH2:9][O:10]2.